Dataset: the Open Reaction Database (ORD), a public repository of structured organic reaction records. Task: describe an organic reaction: reactants, conditions, products, and yield Reactants: CS(C)=O, Cc1ccc(Oc2ccc(C)cc2CCl)cc1, N#C[Na], O. Yields the product Cc1ccc(Oc2ccc(C)cc2CC#N)cc1. Reaction SMILES: [CH3:18][S:19]([CH3:20])=[O:21].[Cl:1][CH2:2][c:3]1[cH:4][c:5]([CH3:17])[cH:6][cH:7][c:8]1[O:9][c:10]1[cH:11][cH:12][c:13]([CH3:16])[cH:14][cH:15]1.[Na:22][C:23]#[N:24].[OH2:25]>>[CH2:2]([c:3]1[cH:4][c:5]([CH3:17])[cH:6][cH:7][c:8]1[O:9][c:10]1[cH:11][cH:12][c:13]([CH3:16])[cH:14][cH:15]1)[C:23]#[N:24]. Starting materials: Cn1nccc1Cc1ccc(Br)cc1, CC[N+](CC)(CC)CC, CC(C)[Si](Sc1cccc(C2(C(N)=O)CCOCC2)c1)(C(C)C)C(C)C, [Cl-], [Cs+], [F-], c1ccc(P(c2ccccc2)c2ccccc2Oc2ccccc2P(c2ccccc2)c2ccccc2)cc1. Yields the product Cn1nccc1Cc1ccc(Sc2cccc(C3(C(N)=O)CCOCC3)c2)cc1. RXN SMILES: [Br:66][c:67]1[cH:68][cH:69][c:70]([CH2:71][c:72]2[cH:73][cH:74][n:75][n:76]2[CH3:77])[cH:78][cH:79]1.[CH2:83]([N+:84]([CH2:85][CH3:86])([CH2:87][CH3:88])[CH2:89][CH3:90])[CH3:91].[CH:1]([Si:2]([CH:3]([CH3:4])[CH3:21])([S:5][c:6]1[cH:7][c:8]([C:12]2([C:18](=[O:19])[NH2:20])[CH2:13][CH2:14][O:15][CH2:16][CH2:17]2)[cH:9][cH:10][cH:11]1)[CH:22]([CH3:23])[CH3:24])([CH3:25])[CH3:26].[Cl-:82].[Cs+:81].[F-:80].[O:27]([c:28]1[cH:29][cH:30][cH:31][cH:32][c:33]1[P:34]([c:35]1[cH:36][cH:37][cH:38][cH:39][cH:40]1)[c:41]1[cH:42][cH:43][cH:44][cH:45][cH:46]1)[c:47]1[cH:48][cH:49][cH:50][cH:51][c:52]1[P:53]([c:54]1[cH:55][cH:56][cH:57][cH:58][cH:59]1)[c:60]1[cH:61][cH:62][cH:63][cH:64][cH:65]1>>[S:5]([c:6]1[cH:7][c:8]([C:12]2([C:18](=[O:19])[NH2:20])[CH2:13][CH2:14][O:15][CH2:16][CH2:17]2)[cH:9][cH:10][cH:11]1)[c:67]1[cH:68][cH:69][c:70]([CH2:71][c:72]2[cH:73][cH:74][n:75][n:76]2[CH3:77])[cH:78][cH:79]1. Starting materials: Substituted nitrobenzenes, O (water), cuprous bromide, ice, Br (hydrobromic acid), substituted anilines, ClC1=C(N)C(=CC=C1Cl)[N+](=O)[O-] (2,3-Dichloro-6-nitroaniline), N(=O)[O-].[Na+] (sodium nitrite). Reported procedure: Substituted nitrobenzenes, not hitherto described in the chemical literature, used in the preparation of substituted anilines as hereinbefore described in Reference Example 2, were prepared as follows: (a) 2,3-Dichloro-6-nitroaniline [29 g; prepared by a modification (reaction at 125° C.) of the procedure described by Beilstein and Kurbatow, Ann., 192, 235 (1878)] was dissolved with stirring at 55°-60° C. in glacial acetic acid (350 ml). A solution of sodium nitrite (11 g) in concentrated sulphu... As a reaction SMILES: [Cl:1][C:2]1[C:8]([Cl:9])=[CH:7][CH:6]=[C:5]([N+:10]([O-:12])=[O:11])[C:3]=1N.N([O-])=O.[Na+].O.[BrH:18]>C(O)(=O)C.S(=O)(=O)(O)O>[Br:18][C:3]1[C:2]([Cl:1])=[C:8]([Cl:9])[CH:7]=[CH:6][C:5]=1[N+:10]([O-:12])=[O:11] |f:1.2|. Conditions: temperature 15 celsius, time 15 minute. The product is BrC1=C(C=CC(=C1Cl)Cl)[N+](=O)[O-] (2-bromo-3,4-dichloronitrobenzene). The solvent is C(C)(=O)O (acetic acid), S(O)(O)(=O)=O (sulphuric acid). Reactants: C(C)(C)(C)OC(C(C)OC1=CC(=C(C=C1)CNC(=O)C=1C(=NC=CC1)OC1=CC=C(C=C1)F)F)=O ((±)-2-[3-fluoro-4-({[2-(4-fluoro-phenoxy)-pyridine-3-carbonyl]-amino}-methyl) -phenoxy]-propionic acid tert-butyl ester), C(C)(C)(C)OC(C(C)OC1=CC(=C(C=C1)CNC(=O)C=1C(=NC=CC1)OC1=CC=2C(=NON2)C=C1)F)=O ((±)-2-[4-({[2-(benzo[2,1,3]oxadiazol-5-yloxy)-pyridine-3-carbonyl]-amino}-methyl)-3-fluoro-phenoxy]-propionic acid tert-butyl ester). The product is FC=1C=C(OC(C(=O)O)C)C=CC1CNC(=O)C=1C(=NC=CC1)OC1=CC=C(C=C1)F ((±)-2-[3-Fluoro-4-({[2-(4-fluoro-phenoxy)-pyridine-3-carbonyl]-amino}-methyl)-phenoxy]-propionic acid). Reaction SMILES: C([O:5][C:6](=[O:35])[CH:7]([O:9][C:10]1[CH:15]=[CH:14][C:13]([CH2:16][NH:17][C:18]([C:20]2[C:21]([O:26][C:27]3[CH:32]=[CH:31][C:30]([F:33])=[CH:29][CH:28]=3)=[N:22][CH:23]=[CH:24][CH:25]=2)=[O:19])=[C:12]([F:34])[CH:11]=1)[CH3:8])(C)(C)C.C(OC(=O)C(OC1C=CC(CNC(C2C(OC3C=CC4=NON=C4C=3)=NC=CC=2)=O)=C(F)C=1)C)(C)(C)C>>[F:34][C:12]1[CH:11]=[C:10]([CH:15]=[CH:14][C:13]=1[CH2:16][NH:17][C:18]([C:20]1[C:21]([O:26][C:27]2[CH:32]=[CH:31][C:30]([F:33])=[CH:29][CH:28]=2)=[N:22][CH:23]=[CH:24][CH:25]=1)=[O:19])[O:9][CH:7]([CH3:8])[C:6]([OH:35])=[O:5]. Procedure: The compound of Formula (5.5.4) was prepared in a manner analogous to that described in Example 3, substituting (±)-2-[3-fluoro-4-({[2-(4-fluoro-phenoxy)-pyridine-3-carbonyl]-amino}-methyl) -phenoxy]-propionic acid tert-butyl ester for the corresponding (±)-2-[4-({[2-(benzo[2,1,3]oxadiazol-5-yloxy)-pyridine-3-carbonyl]-amino}-methyl)-3-fluoro-phenoxy]-propionic acid tert-butyl ester material. Reactants: O[C@H]1CC[C@H](CC1)C(=O)O (cis-4-hydroxycyclohexanecarboxylic acid), 1-(3-dimethylaminopropyl)-3-ethylcarbodiimde hydrochloride, ON1N=NC2=C1N=CC=C2 (1-hydroxy-7-azabenzotriazole), N1CCOCC1 (morpholine). The solvent is ClCCl (dichloromethane). Conditions: time 18 hour. Yields the product N1(CCOCC1)C(=O)[C@H]1CC[C@H](CC1)O (cis-4-(4-Morpholinylcarbonyl)cyclohexanol). RXN SMILES: [OH:1][C@@H:2]1[CH2:7][CH2:6][C@H:5]([C:8]([OH:10])=O)[CH2:4][CH2:3]1.ON1C2N=CC=CC=2N=N1.[NH:21]1[CH2:26][CH2:25][O:24][CH2:23][CH2:22]1>ClCCl>[N:21]1([C:8]([C@@H:5]2[CH2:4][CH2:3][C@H:2]([OH:1])[CH2:7][CH2:6]2)=[O:10])[CH2:26][CH2:25][O:24][CH2:23][CH2:22]1. Reported procedure: A solution of cis-4-hydroxycyclohexanecarboxylic acid (720 mg, 0.5 mmol), 1-(3-dimethylaminopropyl)-3-ethylcarbodiimde hydrochloride (1.33 g, 6 mmol) and 1-hydroxy-7-azabenzotriazole (816 mg, 6 mmol) in dichloromethane (6 ml) was treated with morpholine 1.3 ml, 15 mmol). After stirring at room temperature for 18 hours, the crude reaction was applied to a SCX ion exchange cartridge (Varian bond-elute, 5 g) and washed with methanol and then a mixture of 0.880 ammonia:methanol (1:9). The combined b... RXN SMILES: [C:30]([CH3:31])([CH3:32])([CH3:33])[O:34][C:35](=[O:36])[NH:37][CH:38]([C:39](=[O:40])[OH:41])[CH3:42].[F:1][c:2]1[cH:3][cH:4][c:5](-[n:8]2[n:9][cH:10][c:11]3[cH:12][c:13]([O:17][CH:18]([CH:19]([CH3:20])[NH2:21])[c:22]4[cH:23][c:24]([O:28][CH3:29])[cH:25][cH:26][cH:27]4)[cH:14][cH:15][c:16]23)[cH:6][cH:7]1>>[F:1][c:2]1[cH:3][cH:4][c:5](-[n:8]2[n:9][cH:10][c:11]3[cH:12][c:13]([O:17][CH:18]([CH:19]([CH3:20])[NH:21][C:39]([CH:38]([NH:37][C:35]([O:34][C:30]([CH3:31])([CH3:32])[CH3:33])=[O:36])[CH3:42])=[O:40])[c:22]4[cH:23][c:24]([O:28][CH3:29])[cH:25][cH:26][cH:27]4)[cH:14][cH:15][c:16]23)[cH:6][cH:7]1. The product is COc1cccc(C(Oc2ccc3c(cnn3-c3ccc(F)cc3)c2)C(C)NC(=O)C(C)NC(=O)OC(C)(C)C)c1. Starting materials: CC(NC(=O)OC(C)(C)C)C(=O)O, COc1cccc(C(Oc2ccc3c(cnn3-c3ccc(F)cc3)c2)C(C)N)c1. Starting materials: COc1cc(-c2cc(Br)cn2C(=O)OC(C)(C)C)cc(OC)c1OC, c1ccc(P(c2ccccc2)(c2ccccc2)[Pd](P(c2ccccc2)(c2ccccc2)c2ccccc2)(P(c2ccccc2)(c2ccccc2)c2ccccc2)P(c2ccccc2)(c2ccccc2)c2ccccc2)cc1, OB(O)c1cccnc1. Yields the product COc1cc(-c2cc(-c3cccnc3)cn2C(=O)OC(C)(C)C)cc(OC)c1OC. As a reaction SMILES: [Br:1][c:2]1[cH:3][c:4](-[c:14]2[cH:15][c:16]([O:24][CH3:25])[c:17]([O:22][CH3:23])[c:18]([O:20][CH3:21])[cH:19]2)[n:5]([C:7](=[O:8])[O:9][C:10]([CH3:11])([CH3:12])[CH3:13])[cH:6]1.[cH:35]1[cH:36][cH:37][c:38]([P:39]([Pd:40]([P:41]([c:42]2[cH:43][cH:44][cH:45][cH:46][cH:47]2)([c:48]2[cH:49][cH:50][cH:51][cH:52][cH:53]2)[c:54]2[cH:55][cH:56][cH:57][cH:58][cH:59]2)([P:60]([c:61]2[cH:62][cH:63][cH:64][cH:65][cH:66]2)([c:67]2[cH:68][cH:69][cH:70][cH:71][cH:72]2)[c:73]2[cH:74][cH:75][cH:76][cH:77][cH:78]2)[P:79]([c:80]2[cH:81][cH:82][cH:83][cH:84][cH:85]2)([c:86]2[cH:87][cH:88][cH:89][cH:90][cH:91]2)[c:92]2[cH:93][cH:94][cH:95][cH:96][cH:97]2)([c:98]2[cH:99][cH:100][cH:101][cH:102][cH:103]2)[c:104]2[cH:105][cH:106][cH:107][cH:108][cH:109]2)[cH:110][cH:111]1.[n:26]1[cH:27][c:28]([B:32]([OH:33])[OH:34])[cH:29][cH:30][cH:31]1>>[c:2]1(-[c:28]2[cH:27][n:26][cH:31][cH:30][cH:29]2)[cH:3][c:4](-[c:14]2[cH:15][c:16]([O:24][CH3:25])[c:17]([O:22][CH3:23])[c:18]([O:20][CH3:21])[cH:19]2)[n:5]([C:7](=[O:8])[O:9][C:10]([CH3:11])([CH3:12])[CH3:13])[cH:6]1. The product is C(CCC)NCCC(P(O)(=O)O)P(O)(=O)O (3-(butylamino)propane-1,1-bisphosphonic acid). Run at temperature 0 celsius, time 5 minute. The solvent is C1CCOC1 (THF). Isolated yield 109.0%. Procedure: A solution of N-butyl-3,3-bis(diethoxyphosphinyl)propionamide (1.40 g, 3.5 mmol) in THF (9 mL) was cooled to 0° C., and borane-methyl sulfide (0.90 ml, 9.0 mmol) was added via syringe. The reaction was stirred at 0° C. for 5 minutes, then warmed to 65° C. for 3 hours. The reaction mixture was cooled to 0° C. and 6N HCl (6 ml) was added carefully. The solvent was removed in vacuo, and the residue was repeatedly concentrated from methanol (3×10 mL). The product was dissolved in 12N HCl and heated ... Reaction SMILES: [CH2:1]([NH:5][C:6](=O)[CH2:7][CH:8]([P:17]([O:22]CC)([O:19]CC)=[O:18])[P:9]([O:14]CC)([O:11]CC)=[O:10])[CH2:2][CH2:3][CH3:4].B.CSC.Cl>C1COCC1>[CH2:1]([NH:5][CH2:6][CH2:7][CH:8]([P:17]([OH:22])(=[O:18])[OH:19])[P:9]([OH:14])(=[O:10])[OH:11])[CH2:2][CH2:3][CH3:4] |f:1.2|. Starting materials: B.CSC (borane methyl sulfide), C(CCC)NC(CC(P(=O)(OCC)OCC)P(=O)(OCC)OCC)=O (N-butyl-3,3-bis(diethoxyphosphinyl)propionamide), Cl (HCl). Starting materials: CC(=O)O[BH-](OC(C)=O)OC(C)=O, O=C([O-])O, C=O, CC(Cl)Cl, Nc1ncnc2c1c(I)nn2C1CCNCC1, [Na+], [Na+], [Na+], [OH-]. The product is CN1CCC(n2nc(I)c3c(N)ncnc32)CC1. As a reaction SMILES: [C:20]([O:21][BH-:22]([O:23][C:24](=[O:25])[CH3:26])[O:27][C:28](=[O:29])[CH3:30])(=[O:31])[CH3:32].[C:34](=[O:35])([OH:36])[O-:37].[CH2:18]=[O:19].[Cl:41][CH:42]([Cl:43])[CH3:44].[I:1][c:2]1[n:3][n:4]([CH:12]2[CH2:13][CH2:14][NH:15][CH2:16][CH2:17]2)[c:5]2[n:6][cH:7][n:8][c:9]([NH2:11])[c:10]12.[Na+:33].[Na+:38].[Na+:40].[OH-:39]>>[I:1][c:2]1[n:3][n:4]([CH:12]2[CH2:13][CH2:14][N:15]([CH3:20])[CH2:16][CH2:17]2)[c:5]2[n:6][cH:7][n:8][c:9]([NH2:11])[c:10]12.